This data is from the Open Reaction Database (ORD), a public repository of structured organic reaction records. The task is: describe an organic reaction: reactants, conditions, products, and yield Reactants: CCCCC1CCC(CCC2COC(c3ccc(Br)c(F)c3)OC2)CC1, CN1CCCC1=O, N#C[Cu], O. Yields the product CCCCC1CCC(CCC2COC(c3ccc(C#N)c(F)c3)OC2)CC1. RXN SMILES: [Br:1][c:2]1[c:3]([F:26])[cH:4][c:5]([CH:8]2[O:9][CH2:10][CH:11]([CH2:14][CH2:15][CH:16]3[CH2:17][CH2:18][CH:19]([CH2:22][CH2:23][CH2:24][CH3:25])[CH2:20][CH2:21]3)[CH2:12][O:13]2)[cH:6][cH:7]1.[CH3:31][N:32]1[CH2:33][CH2:34][CH2:35][C:36]1=[O:37].[Cu:27][C:28]#[N:29].[OH2:30]>>[c:2]1([C:28]#[N:29])[c:3]([F:26])[cH:4][c:5]([CH:8]2[O:9][CH2:10][CH:11]([CH2:14][CH2:15][CH:16]3[CH2:17][CH2:18][CH:19]([CH2:22][CH2:23][CH2:24][CH3:25])[CH2:20][CH2:21]3)[CH2:12][O:13]2)[cH:6][cH:7]1. The reactants are CC=1C=C(CBr)C=CC1[N+](=O)[O-] (3-Methyl-4-nitrobenzyl bromide), COC(CCS(=O)(=O)[O-])=O.[Na+] (Sodium 3-methoxy-3-oxopropane-1-sulfonate), NOS(=O)(=O)O (hydroxylamine-O-sulfonic acid), CC(=O)[O-].[Na+] (NaOAc). The solvent is CCOC(=O)C (EtOAc), O (water), CCOC(=O)C.CCCCCC (EtOAc hexane), CS(=O)C (DMSO). The product is CC=1C=C(C=CC1[N+](=O)[O-])CS(=O)(=O)N (1-(3-Methyl-4-nitrophenyl)methanesulfonamide). Reaction SMILES: [CH3:1][C:2]1[CH:3]=[C:4]([CH:7]=[CH:8][C:9]=1[N+:10]([O-:12])=[O:11])[CH2:5]Br.COC(=O)CC[S:18]([O-:21])(=O)=[O:19].[Na+].[NH2:24]OS(O)(=O)=O.CC([O-])=O.[Na+]>CS(C)=O.CCOC(C)=O.O.CCOC(C)=O.CCCCCC>[CH3:1][C:2]1[CH:3]=[C:4]([CH2:5][S:18]([NH2:24])(=[O:21])=[O:19])[CH:7]=[CH:8][C:9]=1[N+:10]([O-:12])=[O:11] |f:1.2,4.5,9.10|. Procedure: 3-Methyl-4-nitrobenzyl bromide (60 g, 261 mmol) was added portionwise to a suspension of sodium 3-methoxy-3-oxopropane-1-sulfonate 13 (50 g, 1.1 equiv) in DMSO (400 ml) at r.t. (with occasional ice bath cooling to keep the temperature below 28 C) and this mixture was stirred at r.t. for 3 h (TLC (EtOAc/hexane 50%) indicated complete consumption of the starting material to cleanly form a new spot). MeOH (400 ml) was then added and the mixture was cooled down to −10 C. MeONa (62 ml of a 25% soluti... Starting materials: CCCCCCCCCCCCCCCCCCOCC(O)COC(c1ccccc1)(c1ccccc1)c1ccccc1, Cc1ccc(S(=O)(=O)Cl)cc1, c1ccncc1. Yields the product CCCCCCCCCCCCCCCCCCOCC(COC(c1ccccc1)(c1ccccc1)c1ccccc1)OS(=O)(=O)c1ccc(C)cc1. RXN SMILES: [CH2:1]([CH2:2][CH2:3][CH2:4][CH2:5][CH2:6][CH2:7][CH2:8][CH2:9][CH2:10][CH2:11][CH2:12][CH2:13][CH2:14][CH2:15][CH2:16][CH2:17][CH3:18])[O:19][CH2:20][CH:21]([CH2:22][O:23][C:24]([c:25]1[cH:26][cH:27][cH:28][cH:29][cH:30]1)([c:31]1[cH:32][cH:33][cH:34][cH:35][cH:36]1)[c:37]1[cH:38][cH:39][cH:40][cH:41][cH:42]1)[OH:43].[S:44](=[O:45])(=[O:46])([c:47]1[cH:48][cH:49][c:50]([CH3:51])[cH:52][cH:53]1)[Cl:54].[cH:55]1[cH:56][cH:57][n:58][cH:59][cH:60]1>>[CH2:1]([CH2:2][CH2:3][CH2:4][CH2:5][CH2:6][CH2:7][CH2:8][CH2:9][CH2:10][CH2:11][CH2:12][CH2:13][CH2:14][CH2:15][CH2:16][CH2:17][CH3:18])[O:19][CH2:20][CH:21]([CH2:22][O:23][C:24]([c:25]1[cH:26][cH:27][cH:28][cH:29][cH:30]1)([c:31]1[cH:32][cH:33][cH:34][cH:35][cH:36]1)[c:37]1[cH:38][cH:39][cH:40][cH:41][cH:42]1)[O:43][S:44](=[O:45])(=[O:46])[c:47]1[cH:48][cH:49][c:50]([CH3:51])[cH:52][cH:53]1. Reactants: C(#N)C1=C(OC=2C=NN(C(C2)=O)C(C(=O)O)CC2CCCC2)C=CC=C1 (2-[4-(2-cyano-phenoxy)-6-oxo-6H-pyridazin-1-yl]-3-cyclopentyl-propionic acid), NC1=NN(C=C1)CC(C)(O)C (1-(3-amino-pyrazol-1-yl)-2-methyl-propan-2-ol), C(#N)C1=C(OC=2C=NN(C(C2)=O)C(C(=O)O)CC2CCCC2)C=CC=C1 (2-[4-(2-cyano-phenoxy)-6-oxo-6H-pyridazin-1-yl]-3-cyclopentyl-propionic acid), NC1=NN(C=C1)CC(C)(O)C (1-(3-amino-pyrazol-1-yl)-2-methyl-propan-2-ol). Product: C(#N)C1=C(OC=2C=NN(C(C2)=O)C(C(=O)NC2=NN(C=C2)CC(C)(C)O)CC2CCCC2)C=CC=C1 (2-[4-(2-cyano-phenoxy)-6-oxo-6H-pyridazin-1-yl]-3-cyclopentyl-N-[1-(2-hydroxy-2-methyl-propyl)-1H-pyrazol-3-yl]-propionamide). Yield: 58.0%. RXN SMILES: [C:1]([C:3]1[CH:26]=[CH:25][CH:24]=[CH:23][C:4]=1[O:5][C:6]1[CH:7]=[N:8][N:9]([CH:13]([CH2:17][CH:18]2[CH2:22][CH2:21][CH2:20][CH2:19]2)[C:14](O)=[O:15])[C:10](=[O:12])[CH:11]=1)#[N:2].[NH2:27][C:28]1[CH:32]=[CH:31][N:30]([CH2:33][C:34]([CH3:37])([OH:36])[CH3:35])[N:29]=1>>[C:1]([C:3]1[CH:26]=[CH:25][CH:24]=[CH:23][C:4]=1[O:5][C:6]1[CH:7]=[N:8][N:9]([CH:13]([CH2:17][CH:18]2[CH2:19][CH2:20][CH2:21][CH2:22]2)[C:14]([NH:27][C:28]2[CH:32]=[CH:31][N:30]([CH2:33][C:34]([OH:36])([CH3:35])[CH3:37])[N:29]=2)=[O:15])[C:10](=[O:12])[CH:11]=1)#[N:2]. Reported procedure: Using the method described in Example 17, 2-[4-(2-cyano-phenoxy)-6-oxo-6H-pyridazin-1-yl]-3-cyclopentyl-propionic acid (Intermediate 58) and 1-(3-amino-pyrazol-1-yl)-2-methyl-propan-2-ol (Intermediate 1) afforded 2-[4-(2-cyano-phenoxy)-6-oxo-6H-pyridazin-1-yl]-3-cyclopentyl-N-[1-(2-hydroxy-2-methyl-propyl)-1H-pyrazol-3-yl]-propionamide as a white solid (0.83 g, 58%); ES+-HRMS m/e calcd for C26H30N6O4 [M+H+] 491.2402 found 491.2402. 1H-NMR (400 MHz, DMSO-d6) δ ppm 1.05 (s, 3H), 1.06 (s, 3H), 1.08...